This data is from the Open Reaction Database (ORD), a public repository of structured organic reaction records. The task is: describe an organic reaction: reactants, conditions, products, and yield Reactants: CCO, CN, O=[N+]([O-])c1cc2ccccc2nc1Cl. Yields the product CNc1nc2ccccc2cc1[N+](=O)[O-]. RXN SMILES: [CH3:17][CH2:18][OH:19].[CH3:1][NH2:2].[Cl:3][c:4]1[n:5][c:6]2[cH:7][cH:8][cH:9][cH:10][c:11]2[cH:12][c:13]1[N+:14](=[O:15])[O-:16]>>[CH3:1][NH:2][c:4]1[n:5][c:6]2[cH:7][cH:8][cH:9][cH:10][c:11]2[cH:12][c:13]1[N+:14](=[O:15])[O-:16]. Starting materials: C(Cl)Cl (methylene chloride), CC1=C(N=C(O1)C1=CC=CC=C1)CCO (2-(5-methyl-2-phenyl-oxazol-4-yl)ethanol), CS(=O)(=O)Cl (methanesulfonyl chloride). Run in C(C)N(CC)CC (triethylamine). Conditions: time 15 minute. Yields the product CS(=O)(=O)OCCC=1N=C(OC1C)C1=CC=CC=C1 (2-(5-Methyl-2-phenyl-oxazol-4-yl)ethyl methanesulfonate). As a reaction SMILES: C(Cl)Cl.[CH3:4][C:5]1[O:9][C:8]([C:10]2[CH:15]=[CH:14][CH:13]=[CH:12][CH:11]=2)=[N:7][C:6]=1[CH2:16][CH2:17][OH:18].[CH3:19][S:20](Cl)(=[O:22])=[O:21]>C(N(CC)CC)C>[CH3:19][S:20]([O:18][CH2:17][CH2:16][C:6]1[N:7]=[C:8]([C:10]2[CH:15]=[CH:14][CH:13]=[CH:12][CH:11]=2)[O:9][C:5]=1[CH3:4])(=[O:22])=[O:21]. Reported procedure: To methylene chloride (200 ml) were added 2-(5-methyl-2-phenyl-oxazol-4-yl)ethanol (20 g) and triethylamine (19.2 ml). Thereto was dropwise added methanesulfonyl chloride (9.52 ml) at 0° C. and the mixture was stirred at the same temperature for 15 min. The mixture was washed with 10% aqueous citric acid solution (200 ml), saturated aqueous sodium hydrogencarbonate solution (100 ml) and saturated brine (100 ml) and dried over Na2SO4. Methylene chloride was evaporated under reduced pressure. The ... The reactants are NC=1C2=C(N=CN1)SC(=N2)C2=C(N=CN2CC2CCC(CC2)=O)C2=CC=CC=C2 (4-{[5-(7-Amino[1,3]thiazolo[5,4-d]pyrimidin-2-yl)-4-phenyl-1H-imidazol-1-yl]methyl}cyclohexanone), C(C)(=O)O[BH-](OC(C)=O)OC(C)=O.[Na+] (sodium triacetoxyborohydride), CN1CCNCC1 (1-methylpiperazine). Solvent: CC#N (MeCN). Yields the product NC=1C2=C(N=CN1)SC(=N2)C2=C(N=CN2CC2CCC(CC2)O)C2=CC=CC=C2 (4-{[5-(7-Amino[1,3]thiazolo[5,4-d]pyrimidin-2-yl)-4-phenyl-1H-imidazol-1-yl]methyl}cyclohexanol). Yield: 14.9%. As a reaction SMILES: [NH2:1][C:2]1[C:3]2[N:10]=[C:9]([C:11]3[N:15]([CH2:16][CH:17]4[CH2:22][CH2:21][C:20](=[O:23])[CH2:19][CH2:18]4)[CH:14]=[N:13][C:12]=3[C:24]3[CH:29]=[CH:28][CH:27]=[CH:26][CH:25]=3)[S:8][C:4]=2[N:5]=[CH:6][N:7]=1.C(O[BH-](OC(=O)C)OC(=O)C)(=O)C.[Na+].CN1CCNCC1>CC#N>[NH2:1][C:2]1[C:3]2[N:10]=[C:9]([C:11]3[N:15]([CH2:16][CH:17]4[CH2:18][CH2:19][CH:20]([OH:23])[CH2:21][CH2:22]4)[CH:14]=[N:13][C:12]=3[C:24]3[CH:25]=[CH:26][CH:27]=[CH:28][CH:29]=3)[S:8][C:4]=2[N:5]=[CH:6][N:7]=1 |f:1.2|. Procedure details: 4-{[5-(7-Amino[1,3]thiazolo[5,4-d]pyrimidin-2-yl)-4-phenyl-1H-imidazol-1-yl]methyl}cyclohexanone (Example 179), (100 mg) was treated with sodium triacetoxyborohydride (160 mg) and 1-methylpiperazine (150 mg) in MeCN (20 mL) for 4 days at ambient temperature. The mixture was filtered and the solids washed with MeCN (2×5 mL). The combined filtrate and washes were evaporated and the residue was purified by preparative RPHPLC (eluting with a gradient of water and MeCN containing 0.1% TFA) to afford ... Reaction SMILES: [BH4-:1].[C:5]([CH3:6])(=[O:7])[NH:8][c:9]1[s:10][c:11]2[n:12][c:13]([O:18][c:19]3[c:20]([Cl:33])[cH:21][c:22]([F:32])[c:23]([NH:25][C:26](=[O:27])[C:28]([F:29])([F:30])[F:31])[cH:24]3)[cH:14][cH:15][c:16]2[n:17]1.[CH3:35][CH2:36][OH:37].[CH3:3][OH:4].[Na+:2].[OH2:34]>>[C:5]([CH3:6])(=[O:7])[NH:8][c:9]1[s:10][c:11]2[n:12][c:13]([O:18][c:19]3[c:20]([Cl:33])[cH:21][c:22]([F:32])[c:23]([NH2:25])[cH:24]3)[cH:14][cH:15][c:16]2[n:17]1. Product: CC(=O)Nc1nc2ccc(Oc3cc(N)c(F)cc3Cl)nc2s1. Reactants: [BH4-], CC(=O)Nc1nc2ccc(Oc3cc(NC(=O)C(F)(F)F)c(F)cc3Cl)nc2s1, CCO, CO, [Na+], O. Starting materials: BrC1=CC=C(C=O)C=C1 (4-bromobenzaldehyde), C(CC)N (n-propylamine), [H][H] (hydrogen), [H][H] (hydrogen), Schiff base. Reagents/catalysts: [Pt] (platinum on carbon). Run in CCOCC (ether), CO (methanol). Reaction conditions: time 8 hour. Product: BrC1=CC=C(C=C1)CNCCC (N-(4-Bromophenylmethyl)-N-propylamine). Yield: 98.5%. As a reaction SMILES: [Br:1][C:2]1[CH:9]=[CH:8][C:5]([CH:6]=O)=[CH:4][CH:3]=1.[CH2:10]([NH2:13])[CH2:11][CH3:12].[H][H]>CO.[Pt].CCOCC>[Br:1][C:2]1[CH:9]=[CH:8][C:5]([CH2:6][NH:13][CH2:10][CH2:11][CH3:12])=[CH:4][CH:3]=1. Reported procedure: To 4-bromobenzaldehyde (100 g, 0.54 mol) and n-propylamine (36.3 g, 0.60 mol) in methanol (100 mL) was added 5% platinum on carbon (1.00 g). This mixture was shaken in a Parr hydrogenation reactor overnight to complete formation of the Schiff base. The reaction was then hydrogenated under 4 atmospheres of hydrogen until the theoretical uptake of hydrogen had been consumed. The catalyst was removed by filtration through a 0.45 μ nylon frit and washed with methanol. The filtrate was concentrated u... Starting materials: C(C)(=O)O[C@H]1C(N[C@H]1C=1SC=CC1)=O ((3R,4R)-3-acetoxy-4-(2-thienyl)-2-azetidinone), N (ammonia). Solvent: CO (methanol). Yields the product O[C@H]1C(N[C@H]1C=1SC=CC1)=O ((3R,4R)-3-hydroxy-4-(2-thienyl)-2-azetidinone). Isolated yield 72.1%. Reaction SMILES: C([O:4][C@@H:5]1[C@H:8]([C:9]2[S:10][CH:11]=[CH:12][CH:13]=2)[NH:7][C:6]1=[O:14])(=O)C.N>CO>[OH:4][C@@H:5]1[C@H:8]([C:9]2[S:10][CH:11]=[CH:12][CH:13]=2)[NH:7][C:6]1=[O:14]. Procedure: Into a solution of 3.88 g of (3R,4R)-3-acetoxy-4-(2-thienyl)-2-azetidinone in 60 cm3 of methanol is injected a stream of anhydrous ammonia gas at a temperature in the region of 5° C. for one hour with stirring. The reaction mixture is concentrated to dryness under reduced pressure (2.7 kPa) at 40° C. The residual solid is purified by chromatography on 180 g of silica (0.063-0.2 mm) contained in a column of diameter 4 cm [eluent: dichloromethane/methanol (95/5 by volume)], collecting 10 cm3 fract... The reactants are N1C=CC2=C(C=CC=C12)C1=CN(C=2N=CN=C(C21)N[C@@H](C)C2=NN1C(C(N2C2=CC=CC=C2)=O)=C(C=C1)C)COCC[Si](C)(C)C ((S)-2-(1-((5-(1H-Indol-4-yl)-7-((2-(trimethylsilyl)ethoxy)methyl)-7H-pyrrolo[2,3-d]pyrimidin-4-yl)amino)ethyl)-5-methyl-3-phenylpyrrolo[2,1-f][1,2,4]triazin-4(3H)-one), FC(C(=O)O)(F)F (trifluoroacetic acid), N (ammonia). The product is N1C=CC2=C(C=CC=C12)C1=CNC=2N=CN=C(C21)N[C@@H](C)C2=NN1C(C(N2C2=CC=CC=C2)=O)=C(C=C1)C ((S)-2-(1-((5-(1H-Indol-4-yl)-7H-pyrrolo[2,3-d]pyrimidin-4-yl)amino)ethyl)-5-methyl-3-phenylpyrrolo[2,1-f][1,2,4]triazin-4(3H)-one). The yield is 35.4%. As a reaction SMILES: [NH:1]1[C:9]2[C:4](=[C:5]([C:10]3[C:18]4[C:17]([NH:19][C@H:20]([C:22]5[N:27]([C:28]6[CH:33]=[CH:32][CH:31]=[CH:30][CH:29]=6)[C:26](=[O:34])[C:25]6=[C:35]([CH3:38])[CH:36]=[CH:37][N:24]6[N:23]=5)[CH3:21])=[N:16][CH:15]=[N:14][C:13]=4[N:12](COCC[Si](C)(C)C)[CH:11]=3)[CH:6]=[CH:7][CH:8]=2)[CH:3]=[CH:2]1.FC(F)(F)C(O)=O.N>>[NH:1]1[C:9]2[C:4](=[C:5]([C:10]3[C:18]4[C:17]([NH:19][C@H:20]([C:22]5[N:27]([C:28]6[CH:33]=[CH:32][CH:31]=[CH:30][CH:29]=6)[C:26](=[O:34])[C:25]6=[C:35]([CH3:38])[CH:36]=[CH:37][N:24]6[N:23]=5)[CH3:21])=[N:16][CH:15]=[N:14][C:13]=4[NH:12][CH:11]=3)[CH:6]=[CH:7][CH:8]=2)[CH:3]=[CH:2]1. Procedure: (S)-2-(1-((5-(1H-Indol-4-yl)-7-((2-(trimethylsilyl)ethoxy)methyl)-7H-pyrrolo[2,3-d]pyrimidin-4-yl)amino)ethyl)-5-methyl-3-phenylpyrrolo[2,1-f][1,2,4]triazin-4(3H)-one (75 mg, 0.11 mmol) was treated with trifluoroacetic acid (1.50 mL, 19.47 mmol) and a solution of ammonia (7N in methanol, 1.50 mL, 10.50 mmol) according to the method described in Example 27 to give 19.5 mg (44% yield) of the title compound. Purity 97%. Starting materials: COC=1C=C(C=CC1)NC(OC(C)(C)C)=O (tert-butyl 3-methoxyphenylcarbamate), [Li]CCCC (n-BuLi), C(C(=O)OCC)(=O)OCC (diethyl oxalate). The solvent is C1CCOC1 (THF). Conditions: temperature 0 celsius, time 3 hour. Yields the product C(C)(C)(C)OC(=O)NC1=C(C(=CC=C1)OC)C(C(=O)OCC)=O (ethyl 2-(2-(tert-butoxycarbonylamino)-6-methoxyphenyl)-2-oxoacetate). RXN SMILES: [CH3:1][O:2][C:3]1[CH:4]=[C:5]([NH:9][C:10](=[O:16])[O:11][C:12]([CH3:15])([CH3:14])[CH3:13])[CH:6]=[CH:7][CH:8]=1.[Li]CCCC.[C:22](OCC)(=[O:28])[C:23]([O:25][CH2:26][CH3:27])=[O:24]>C1COCC1>[C:12]([O:11][C:10]([NH:9][C:5]1[CH:6]=[CH:7][CH:8]=[C:3]([O:2][CH3:1])[C:4]=1[C:22](=[O:28])[C:23]([O:25][CH2:26][CH3:27])=[O:24])=[O:16])([CH3:13])([CH3:15])[CH3:14]. Reported procedure: To a solution of tert-butyl 3-methoxyphenylcarbamate (25.6 g, 0.11 mol) in THF (300 mL) was added n-BuLi (0.25 mol, 1.6 M solution in pentane) at −78° C. The resulted solution was stirred at 0° C. for 3 hours and re-cooled to −78° C. followed by the addition of diethyl oxalate (20.1 g, 0.14 mol). The mixture was stirred at −78° C. for 45 min and at ambient temperature for one hour, and quenched with 1 N HCl. The mixture was extracted with ether. The organic solution was dried over sodium sulfate... Reactants: Cc1c([N+](=O)[O-])cc(C(=O)O)c2nc[nH]c12, NS(N)(=O)=O, O, O=P(Cl)(Cl)Cl, O=S1(=O)CCCC1. Yields the product Cc1c([N+](=O)[O-])cc(C#N)c2nc[nH]c12. As a reaction SMILES: [CH3:1][c:2]1[c:3]([N+:14](=[O:15])[O-:16])[cH:4][c:5]([C:11]([OH:12])=[O:13])[c:6]2[c:7]1[nH:8][cH:9][n:10]2.[NH2:22][S:23](=[O:24])(=[O:25])[NH2:26].[OH2:27].[P:17]([Cl:18])([Cl:19])([Cl:20])=[O:21].[S:28]1(=[O:33])(=[O:34])[CH2:29][CH2:30][CH2:31][CH2:32]1>>[CH3:1][c:2]1[c:3]([N+:14](=[O:15])[O-:16])[cH:4][c:5]([C:11]#[N:22])[c:6]2[c:7]1[nH:8][cH:9][n:10]2. Starting materials: N1C(C2CC(NC=3C=CC=C1C23)=O)=O ((±)-2a,5-dihydropyrrolo[4,3,2-de]quinoline-2,4(1H,3H)-dione). Reagents/catalysts: [O-2].[Mn+4].[O-2] (manganese (IV) oxide). The solvent is C1(=CC=CC=C1)C (toluene). Yields the product N1C(C2=CC(NC=3C=CC=C1C23)=O)=O (Pyrrolo[4,3,2-de]quinoline-2,4(1H,5H)-dione). RXN SMILES: [NH:1]1[C:11]2[C:12]3[CH:3]([CH2:4][C:5](=[O:13])[NH:6][C:7]=3[CH:8]=[CH:9][CH:10]=2)[C:2]1=[O:14]>C1(C)C=CC=CC=1.[O-2].[Mn+4].[O-2]>[NH:1]1[C:11]2[C:12]3[C:3](=[CH:4][C:5](=[O:13])[NH:6][C:7]=3[CH:8]=[CH:9][CH:10]=2)[C:2]1=[O:14] |f:2.3.4|. Reported procedure: A mixture of (±)-2a,5-dihydropyrrolo[4,3,2-de]quinoline-2,4(1H,3H)-dione from Step C (200 mg, 1.06 mmol), and manganese (IV) oxide (185 mg, 2.13 mmol) was heated in toluene (3 mL) at 110° C. for 1 h. The mixture was filtered through a pad of Celite, washing with CH2Cl2:MeOH, and the filtrate was concentrated in vacuo to give the title compound. MS: m/z=187 (M+1).